Dataset: the Open Reaction Database (ORD), a public repository of structured organic reaction records. Task: describe an organic reaction: reactants, conditions, products, and yield Reactants: C(C)(C)(C)C1=CC=C(C=C1)S(=O)(=O)N(C)C1=C(SC=C1)C(=O)OC (Methyl 3-(4-tert-butyl-N-methylphenylsulfonamido)thiophene-2-carboxylate), [OH-].[Na+] (sodium hydroxide). Solvent: O (water), O1CCOCC1 (dioxane). Reaction conditions: temperature 25 celsius, time 10 minute. The product is C(C)(C)(C)C1=CC=C(C=C1)S(=O)(=O)N(C)C1=C(SC=C1)C(=O)O (3-(4-tert-Butyl-N-methylphenylsulfonamido)thiophene-2-carboxylic acid). Yield: 436.5%. RXN SMILES: [C:1]([C:5]1[CH:10]=[CH:9][C:8]([S:11]([N:14]([C:16]2[CH:20]=[CH:19][S:18][C:17]=2[C:21]([O:23]C)=[O:22])[CH3:15])(=[O:13])=[O:12])=[CH:7][CH:6]=1)([CH3:4])([CH3:3])[CH3:2].[OH-].[Na+]>O1CCOCC1.O>[C:1]([C:5]1[CH:10]=[CH:9][C:8]([S:11]([N:14]([C:16]2[CH:20]=[CH:19][S:18][C:17]=2[C:21]([OH:23])=[O:22])[CH3:15])(=[O:12])=[O:13])=[CH:7][CH:6]=1)([CH3:4])([CH3:2])[CH3:3] |f:1.2|. Reported procedure: In an appropriate microwave vessel, a solution of 56 (0.129 g; 0.35 mmol) in dioxane (2 mL) at 25° C. was added aqueous sodium hydroxide (1.5 mL; 3.0 mmol; 2M). The vessel was sealed and brought to 110° C. for 10 minutes via the Biotage Initiator Microwave Synthesizer. Upon cooling to 25° C., the mixture was diluted with water (10 mL) and washed with diethyl ether (5 mL). The aqueous layer was treated with concentrated hydrochloric acid to pH 1 and extracted with dichloromethane (2×20 mL). The o... The reactants are CS(=O)(=O)Cl, CC(C)NC(C)C, ClCCl, OCCCCc1cccc(I)c1. The product is CS(=O)(=O)OCCCCc1cccc(I)c1. RXN SMILES: [CH3:20][S:21]([Cl:22])(=[O:23])=[O:24].[CH:13]([NH:14][CH:15]([CH3:16])[CH3:17])([CH3:18])[CH3:19].[Cl:25][CH2:26][Cl:27].[I:1][c:2]1[cH:3][c:4]([CH2:8][CH2:9][CH2:10][CH2:11][OH:12])[cH:5][cH:6][cH:7]1>>[I:1][c:2]1[cH:3][c:4]([CH2:8][CH2:9][CH2:10][CH2:11][O:12][S:21]([CH3:20])(=[O:23])=[O:24])[cH:5][cH:6][cH:7]1. Starting materials: Cl (hydrochloric acid), CC1(SCCS1)CCC(=O)OC (methyl 2-methyl-1,3-dithiolane-2-propanoate), C(OC)(OC)=O (dimethyl carbonate), [H-].[Na+] (sodium hydride), [Cl-].[Na+] (sodium chloride). Solvent: O1CCCC1 (tetrahydrofuran). Product: COC(C(C(=O)OC)CC1(SCCS1)C)=O (Dimethyl[(2-methyl-1,3-dithiolan-2-yl)methyl]propanedioate). Yield: 47.0%. As a reaction SMILES: [CH3:1][C:2]1([CH2:7][CH2:8][C:9]([O:11][CH3:12])=[O:10])[S:6][CH2:5][CH2:4][S:3]1.[C:13](=O)([O:16]C)[O:14][CH3:15].[H-].[Na+].Cl.[Cl-].[Na+]>O1CCCC1>[CH3:12][O:11][C:9](=[O:10])[CH:8]([CH2:7][C:2]1([CH3:1])[S:3][CH2:4][CH2:5][S:6]1)[C:13]([O:14][CH3:15])=[O:16] |f:2.3,5.6|. Reported procedure: A mixture of about 160 g of methyl 2-methyl-1,3-dithiolane-2-propanoate, about 174.63 g of dimethyl carbonate, about 74.41 g of sodium hydride and about 1000 ml of tetrahydrofuran was refluxed for about 19 hours under argon. The mixture was cooled to room temperature, added to a mixture of ice and dilute hydrochloric acid (about 1N) with stirring and saturated with sodium chloride. The organic layer was washed with saturated sodium bicarbonate then saturated sodium chloride, dried and the solven... As a reaction SMILES: C(OC([N:8]1[CH2:13][CH2:12][CH:11]([NH:14][C:15]([C:17]2[CH:18]=[N:19][C:20]([C:24]#[N:25])=[C:21]([CH3:23])[CH:22]=2)=[O:16])[CH2:10][CH2:9]1)=O)(C)(C)C.Cl>O1CCOCC1>[C:24]([C:20]1[C:21]([CH3:23])=[CH:22][C:17]([C:15]([NH:14][CH:11]2[CH2:12][CH2:13][NH:8][CH2:9][CH2:10]2)=[O:16])=[CH:18][N:19]=1)#[N:25]. Procedure details: To the above prepared 4-[(6-cyano-5-methyl-pyridine-3-carbonyl)-amino]-piperidine-1-carboxylic acid tert-butyl ester (0.363 g, 1.05 mmol), dissolved in 3 ml of dioxane, was added 5.27 ml of 4N HCl (dioxane) and the resulting suspension stirred at ambient temperature for another h. Careful evaporation left 0.375 g of the title compound as hydrochloride as off-white crystals. The solvent is O1CCOCC1 (dioxane). Yields the product C(#N)C1=NC=C(C(=O)NC2CCNCC2)C=C1C (6-Cyano-5-methyl-N-piperidin-4-yl-nicotinamide). Reactants: C(C)(C)(C)OC(=O)N1CCC(CC1)NC(=O)C=1C=NC(=C(C1)C)C#N (4-[(6-cyano-5-methyl-pyridine-3-carbonyl)-amino]-piperidine-1-carboxylic acid tert-butyl ester), Cl (HCl). Reactants: C(C)(C)(C)[NH3+].C12(CC3CC(CC(C1)C3)C2)COC(=O)C(S(=O)[O-])(F)F ((adamantane-1-ylmethyl)oxycarbonyldifluoromethanesulfinic acid tert-butylammonium salt), ClC=1C=C(C(=O)O)C=CC1 (m-chlorobenzoic acid). Run in C(Cl)(Cl)Cl (chloroform). Conditions: time 1 hour. Yields the product C(C)(C)(C)[NH3+].C12(CC3CC(CC(C1)C3)C2)COC(=O)C(S(=O)(=O)[O-])(F)F ((adamantane-1-ylmethyl)oxycarbonyldifluoromethanesulfonic acid tert-butylammonium salt). Reaction SMILES: [C:1]([NH3+:5])([CH3:4])([CH3:3])[CH3:2].[C:6]12([CH2:16][O:17][C:18]([C:20]([F:25])([F:24])[S:21]([O-:23])=[O:22])=[O:19])[CH2:15][CH:10]3[CH2:11][CH:12]([CH2:14][CH:8]([CH2:9]3)[CH2:7]1)[CH2:13]2.ClC1C=C(C=CC=1)C(O)=[O:31]>C(Cl)(Cl)Cl>[C:1]([NH3+:5])([CH3:4])([CH3:3])[CH3:2].[C:6]12([CH2:16][O:17][C:18]([C:20]([F:25])([F:24])[S:21]([O-:31])(=[O:23])=[O:22])=[O:19])[CH2:15][CH:10]3[CH2:9][CH:8]([CH2:14][CH:12]([CH2:11]3)[CH2:13]1)[CH2:7]2 |f:0.1,4.5|. Reported procedure: Within a 1-L three-neck flask, 165 g (purity 84%, 364 mmol, 1.0 eq) of the (adamantane-1-ylmethyl)oxycarbonyldifluoromethanesulfinic acid tert-butylammonium salt obtained in Example 4-a was dissolved in 600 g of chloroform. To the resulting solution, 94 g (382 mmol, 1.05 eq) of 70% m-chlorobenzoic acid was slowly added at 0° C. This reaction solution was stirred for 1 hour at room temperature. After that, it was confirmed by 19F NMR of the reaction solution that: the (adamantane-1-ylmethyl)oxyca... The reactants are C1OC=2C=C(C[C@H](N)C(=O)O)C=CC2O1 (3,4-methylenedioxyphenylalanine), Cl.C1(=CC=CC=C1)NCC(=O)Cl (phenylglycyl chloride hydrochloride), Cl (hydrogen chloride), P(Cl)(Cl)(Cl)(Cl)Cl (phosphorous pentachloride). Yields the product Cl.C1OC=2C=C(C[C@H](N)C(=O)Cl)C=CC2O1 (3,4-methylenedioxyphenylalanyl chloride hydrochloride). As a reaction SMILES: [CH2:1]1[O:15][C:14]2[CH:13]=[CH:12][C:5]([CH2:6][C@@H:7]([C:9](O)=[O:10])[NH2:8])=[CH:4][C:3]=2[O:2]1.Cl.P(Cl)(Cl)(Cl)(Cl)[Cl:18].Cl.C1(NCC([Cl:34])=O)C=CC=CC=1>>[ClH:18].[CH2:1]1[O:15][C:14]2[CH:13]=[CH:12][C:5]([CH2:6][C@@H:7]([C:9]([Cl:34])=[O:10])[NH2:8])=[CH:4][C:3]=2[O:2]1 |f:3.4,5.6|. Procedure details: The compound 3,4-methylenedioxyphenylalanine, Ber., 59, 2952 (1926), is treated with hydrogen chloride and phosphorous pentachloride in accordance with the procedure described by Hartcastle et al., J. Org. Chem., 31, 897 (1966) for the preparation of phenylglycyl chloride hydrochloride to yield 3,4-methylenedioxyphenylalanyl chloride hydrochloride.